Dataset: the Open Reaction Database (ORD), a public repository of structured organic reaction records. Task: describe an organic reaction: reactants, conditions, products, and yield Reactants: [Al+3], CCOCC, N#Cc1c(Oc2ccc3c(c2)C=C3)cccc1Oc1ccc2c(c1)C=C2, [H-], [H-], [H-], [H-], [Li+]. The product is NCc1c(Oc2ccc3c(c2)C=C3)cccc1Oc1ccc2c(c1)C=C2. As a reaction SMILES: [Al+3:28].[CH3:33][CH2:34][O:35][CH2:36][CH3:37].[CH:1]1=[CH:2][c:3]2[c:4]1[cH:5][cH:6][c:7]([O:9][c:10]1[c:11]([C:12]#[N:13])[c:14]([O:18][c:19]3[cH:20][c:21]4[c:22]([cH:25][cH:26]3)[CH:23]=[CH:24]4)[cH:15][cH:16][cH:17]1)[cH:8]2.[H-:27].[H-:30].[H-:31].[H-:32].[Li+:29]>>[CH:1]1=[CH:2][c:3]2[c:4]1[cH:5][cH:6][c:7]([O:9][c:10]1[c:11]([CH2:12][NH2:13])[c:14]([O:18][c:19]3[cH:20][c:21]4[c:22]([cH:25][cH:26]3)[CH:23]=[CH:24]4)[cH:15][cH:16][cH:17]1)[cH:8]2. Reactants: BrCC(=O)OCC (ethyl bromoacetate), N([C@@H](CCCC)CO)C(=O)OC(C)(C)C (Boc-L-Nle-ol), C1COCCOCCOCCOCCOCCO1 (18-crown-6), [H-].[Na+] (NaH). Run in O1CCCC1 (tetrahydrofuran), O1CCCC1 (tetrahydrofuran). Reaction conditions: temperature 0 celsius, time 45 minute. Product: C(C)(C)(C)OC(=O)N[C@H](COCC(=O)OCC)CCCC ((S)-Ethyl 2-(2-(tert-butoxycarbonylamino)hexyloxy)acetate). Isolated yield 55.0%. RXN SMILES: [NH:1]([C:9]([O:11][C:12]([CH3:15])([CH3:14])[CH3:13])=[O:10])[C@H:2]([CH2:7][OH:8])[CH2:3][CH2:4][CH2:5][CH3:6].[H-].[Na+].C1OCCOCCOCCOCCOCCOC1.Br[CH2:37][C:38]([O:40][CH2:41][CH3:42])=[O:39]>O1CCCC1>[C:12]([O:11][C:9]([NH:1][C@@H:2]([CH2:3][CH2:4][CH2:5][CH3:6])[CH2:7][O:8][CH2:37][C:38]([O:40][CH2:41][CH3:42])=[O:39])=[O:10])([CH3:14])([CH3:13])[CH3:15] |f:1.2|. Reported procedure: To as stirred solution of Boc-L-Nle-ol (0.50 g, 1.9 mmol) in dry tetrahydrofuran (15 mL), cooled at 0° C. under nitrogen, NaH (0.05 g, 2.1 mmol) was added. The reaction mixture was stirred for 45 min at 0° C., followed by addition of 18-crown-6 (0.25 g, 0.9 mmol) and subsequently a solution of ethyl bromoacetate (0.47 g, 2.8 mmol) in dry tetrahydrofuran (4 mL) was added dropwise at 0° C. The reaction mixture was stirred for 1 h at 0° C. and overnight at room temperature. The organic solvent was ... Reactants: ice water, BrC1=C2C=CC=NC2=C(C(=C1)C(=O)O)O (5-bromo-8-hydroxyquinoline-7-carboxylic acid), ClC1=CC=C(CN)C=C1 (4-chlorobenzylamine), Cl.CN(CCCN=C=NCC)C (1-(3-dimethylaminopropyl)-3-ethylcarbodiimide hydrochloride), O.ON1N=NC2=C1C=CC=C2 (1-hydroxybenzotriazole monohydrate). Solvent: CN(C)C=O (DMF). Reaction conditions: time 8 hour. Product: BrC1=C2C=CC=NC2=C(C(=C1)C(=O)NCC1=CC=C(C=C1)Cl)O (5-Bromo-N-[(4-chlorophenyl)methyl]-8-hydroxy-7-quinolinecarboxamide). Isolated yield 26.7%. As a reaction SMILES: [Br:1][C:2]1[CH:11]=[C:10]([C:12]([OH:14])=O)[C:9]([OH:15])=[C:8]2[C:3]=1[CH:4]=[CH:5][CH:6]=[N:7]2.[Cl:16][C:17]1[CH:24]=[CH:23][C:20]([CH2:21][NH2:22])=[CH:19][CH:18]=1.Cl.CN(C)CCCN=C=NCC.O.ON1C2C=CC=CC=2N=N1>CN(C=O)C>[Br:1][C:2]1[CH:11]=[C:10]([C:12]([NH:22][CH2:21][C:20]2[CH:23]=[CH:24][C:17]([Cl:16])=[CH:18][CH:19]=2)=[O:14])[C:9]([OH:15])=[C:8]2[C:3]=1[CH:4]=[CH:5][CH:6]=[N:7]2 |f:2.3,4.5|. Reported procedure: To a solution of 5-bromo-8-hydroxyquinoline-7-carboxylic acid (0.402 g) of Preparation 2 and 4-chlorobenzylamine (0.219 g) in 20 mL DMF is added 1-(3-dimethylaminopropyl)-3-ethylcarbodiimide hydrochloride (0.305 g) and 1-hydroxybenzotriazole monohydrate (0.217 g). The mixture is stirred overnight. The solution is then poured into 30 mL ice-water. The resulting solid is collected and dried to yield 0.157 g of the title product as an off-white solid. The reactants are C(C1=CC=CC=C1)OC(=O)N[C@H](C(=O)OC)CC(CC1CC1)(F)F ((S)-methyl 2-(benzyloxycarbonylamino)-5-cyclopropyl-4,4-difluoropentanoate), Cl (HCl). Run in O1CCOCC1 (dioxane). Yields the product Cl.N[C@H](C(=O)OC)CC(CC1CC1)(F)F ((S)-methyl 2-amino-5-cyclopropyl-4,4-difluoropentanoate hydrochloride). The yield is 98.8%. RXN SMILES: C(OC([NH:11][C@@H:12]([CH2:17][C:18]([F:24])([F:23])[CH2:19][CH:20]1[CH2:22][CH2:21]1)[C:13]([O:15][CH3:16])=[O:14])=O)C1C=CC=CC=1.[ClH:25]>O1CCOCC1>[ClH:25].[NH2:11][C@@H:12]([CH2:17][C:18]([F:23])([F:24])[CH2:19][CH:20]1[CH2:22][CH2:21]1)[C:13]([O:15][CH3:16])=[O:14] |f:3.4|. Procedure: A solution of (S)-methyl 2-(benzyloxycarbonylamino)-5-cyclopropyl-4,4-difluoropentanoate (570 mg, 1.87 mmol) in dioxane/4N—HCl (9 mL, 37 mmol) was stirred at RT for two hr, after which the solvent was removed by rotoevaporation to give 450 mg of (S)-methyl 2-amino-5-cyclopropyl-4,4-difluoropentanoate hydrochloride as a beige solid. Reaction SMILES: [CH3:1][C:2]1[NH:7][C:6](=[O:8])[C:5]([C:9]#[N:10])=[C:4]([C:11]([F:14])([F:13])[F:12])[CH:3]=1.N#N.[ClH:17]>CO.[OH-].[OH-].[Pd+2]>[ClH:17].[ClH:17].[NH2:10][CH2:9][C:5]1[C:6](=[O:8])[NH:7][C:2]([CH3:1])=[CH:3][C:4]=1[C:11]([F:12])([F:13])[F:14] |f:4.5.6,7.8.9|. Yield: 100.0%. The product is Cl.Cl.NCC=1C(NC(=CC1C(F)(F)F)C)=O (3-(Aminomethyl)-6-methyl-4-(trifluoromethyl)-1,2-dihydropyridin-2-one hydrochloride HCl salt). The solvent is CO (MeOH). Reagents/catalysts: [OH-].[OH-].[Pd+2] (Pd(OH)2). Starting materials: CC1=CC(=C(C(N1)=O)C#N)C(F)(F)F (6-methyl-2-oxo-4-(trifluoromethyl)-1,2-dihydropyridine-3-carbonitrile), Cl (HCl), N#N (N2), N#N (N2). Run at temperature 23 celsius, time 18 hour. Procedure details: To a solution of 6-methyl-2-oxo-4-(trifluoromethyl)-1,2-dihydropyridine-3-carbonitrile (400 mg, 1.98 mmol) in MeOH (19.8 ml) and HCl (436 ul, 12M) was added 10% Pd(OH)2 (361 mg, 0.257 mmol) under N2 atmosphere. The N2 gas was displaced by H2 gas and the mixture was stirred for 18 h at 23° C. under hydrogen. The H2 gas was displaced by N2 gas. The mixture was filtered through Celite, washed with MeOH and concentrated. The residue was triturated with MeOH-Et2O, collected with Buchner funnel, and d...